This data is from the Open Reaction Database (ORD), a public repository of structured organic reaction records. The task is: describe an organic reaction: reactants, conditions, products, and yield Reactants: COC1=C(C(=O)O)C=CC(=C1)C(F)(F)F (2-methoxy-4-(trifluoromethyl)benzoic acid), BrC(C(Br)(Cl)Cl)(Cl)Cl (1,2-dibromotetrachloroethane), [Li]C(C)CC (sec-BuLi), CN(C)CCN(C)C (TMEDA). Solvent: C1CCOC1 (THF), C1CCOC1 (THF), C1CCOC1 (THF), C1CCCCC1 (cyclohexane). Conditions: temperature -75 celsius, time 2 hour. The product is BrC1=C(C(=O)O)C(=CC(=C1)C(F)(F)F)OC (2-Bromo-6-methoxy-4-trifluoromethyl-benzoic acid). Isolated yield 12.0%. As a reaction SMILES: [Li]C(CC)C.CN(CCN(C)C)C.[CH3:14][O:15][C:16]1[CH:24]=[C:23]([C:25]([F:28])([F:27])[F:26])[CH:22]=[CH:21][C:17]=1[C:18]([OH:20])=[O:19].[Br:29]C(Cl)(Cl)C(Cl)(Cl)Br>C1CCCCC1.C1COCC1>[Br:29][C:21]1[CH:22]=[C:23]([C:25]([F:26])([F:27])[F:28])[CH:24]=[C:16]([O:15][CH3:14])[C:17]=1[C:18]([OH:20])=[O:19]. Reported procedure: To −75° C. cooled THF (70 ml) was added dropwise 36 ml (50.0 mmol) of a 1.4 M sec-BuLi solution in cyclohexane within 5 minutes keeping the temperature below −70° C. 7.5 ml (50.0 mmol) TMEDA were added dropwise at temperature below −70° C. within 5 minutes. A solution of 5.0 g (22.71 mmol) 2-methoxy-4-(trifluoromethyl)benzoic acid (commercial) in THF (25 ml) was added dropwise at over a period of 20 minutes. The dark green solution was stirred at −75° C. for 2 hours. A solution of 29.6 g (90.84 ... The reactants are N1(C=NC2=C1C=CC=C2)C2=CC=C(C(=O)N1C[C@H](CC1)N1CCCC1)C=C2 ((3′S)-1′-[4-(1H-benzimidazol-1-yl)benzoyl]-1,3′-bipyrrolidine), B.C1CCOC1 (Borane THF), Cl.CCOCC (HCl Et2O). Run in C(Cl)Cl (CH2Cl2), C1CCOC1 (THF). Run at time 12 hour. The product is Cl.N1(C=NC2=C1C=CC=C2)C2=CC=C(CN1C[C@H](CC1)N1CCCC1)C=C2 ((3′S)-1′-[4-(1H-benzimidazol-1-yl)benzyl]-1,3′-bipyrrolidine hydrochloride). Isolated yield 65.0%. Reaction SMILES: [N:1]1([C:10]2[CH:27]=[CH:26][C:13]([C:14]([N:16]3[CH2:20][CH2:19][C@H:18]([N:21]4[CH2:25][CH2:24][CH2:23][CH2:22]4)[CH2:17]3)=O)=[CH:12][CH:11]=2)[C:5]2[CH:6]=[CH:7][CH:8]=[CH:9][C:4]=2[N:3]=[CH:2]1.B.C1COCC1.[ClH:34].CCOCC>C1COCC1.C(Cl)Cl>[ClH:34].[N:1]1([C:10]2[CH:27]=[CH:26][C:13]([CH2:14][N:16]3[CH2:20][CH2:19][C@H:18]([N:21]4[CH2:25][CH2:24][CH2:23][CH2:22]4)[CH2:17]3)=[CH:12][CH:11]=2)[C:5]2[CH:6]=[CH:7][CH:8]=[CH:9][C:4]=2[N:3]=[CH:2]1 |f:1.2,3.4,7.8|. Procedure: A solution of (3′S)-1′-[4-(1H-benzimidazol-1-yl)benzoyl]-1,3′-bipyrrolidine (0.041 g, 0.113 mmol) in THF is treated with 1.0 M Borane-THF (0.098 g, 1.13 mmol) at room temperature, stirred for 12 hours and concentrated under vacuum. The resultant residue is dissolved in methanol, and treated with 1.0 M HCl-Et2O (0.004 g, 0.113 mmol), heated at reflux temperature for 3 hours and concentrated under vacuum to afford an oil residue. The residue is dissolved in CH2Cl2, washed with saturated NaHCO3 sol... The reactants are CCN(CC)C(=O)NC1CC2c3cccc4[nH]c(Br)c(c34)CC2N(C)C1, ClCCl, O=C1CCC(=O)N1I, N, O=C(O)C(F)(F)F. Yields the product CCN(CC)C(=O)NC1CC2c3cc(I)cc4[nH]c(Br)c(c34)CC2N(C)C1. RXN SMILES: [Br:1][c:2]1[c:3]2[c:17]3[c:11]([cH:12][cH:13][cH:14][c:15]3[nH:16]1)[CH:10]1[CH:5]([CH2:4]2)[N:6]([CH3:26])[CH2:7][CH:8]([NH:18][C:19]([N:20]([CH2:21][CH3:22])[CH2:23][CH3:24])=[O:25])[CH2:9]1.[Cl:36][CH2:37][Cl:38].[I:27][N:28]1[C:29](=[O:30])[CH2:31][CH2:32][C:33]1=[O:34].[NH3:35].[OH:39][C:40]([C:41]([F:42])([F:43])[F:44])=[O:45]>>[Br:1][c:2]1[c:3]2[c:17]3[c:11]([cH:12][c:13]([I:27])[cH:14][c:15]3[nH:16]1)[CH:10]1[CH:5]([CH2:4]2)[N:6]([CH3:26])[CH2:7][CH:8]([NH:18][C:19]([N:20]([CH2:21][CH3:22])[CH2:23][CH3:24])=[O:25])[CH2:9]1. The reactants are FC1=CC=C(OC2=C(C(=O)O)C(=CC=C2)C)C=C1 (2-(4-fluoro-phenoxy)-6-methyl-benzoic acid), COS(=O)(=O)OC (dimethylsulfate), C(=O)([O-])[O-].[K+].[K+] (K2CO3). Solvent: C(C)C(=O)CC (diethyl ketone). Run at time 18 hour. Yields the product COC(C1=C(C=CC=C1C)OC1=CC=C(C=C1)F)=O (2-(4-Fluoro-phenoxy)-6-methyl-benzoic acid methyl ester). The yield is 97.8%. RXN SMILES: [F:1][C:2]1[CH:18]=[CH:17][C:5]([O:6][C:7]2[CH:15]=[CH:14][CH:13]=[C:12]([CH3:16])[C:8]=2[C:9]([OH:11])=[O:10])=[CH:4][CH:3]=1.[CH3:19]OS(OC)(=O)=O.C([O-])([O-])=O.[K+].[K+]>C(C(CC)=O)C>[CH3:19][O:10][C:9](=[O:11])[C:8]1[C:12]([CH3:16])=[CH:13][CH:14]=[CH:15][C:7]=1[O:6][C:5]1[CH:17]=[CH:18][C:2]([F:1])=[CH:3][CH:4]=1 |f:2.3.4|. Procedure details: A mixture of 2-(4-fluoro-phenoxy)-6-methyl-benzoic acid (21.6 mmol, 5.32 g), dimethylsulfate (43.2 mmol, 4.2 mL), K2CO3 (43.2 mmol, 6 g), and diethyl ketone (80 mL) was refluxed with stirring for 18 h before it was concentrated in vacuo. To the residue was added water (50 mL) and the mixture was extracted with ethyl acetate (1×100 mL). The organic phase was dried over MgSO4 and concentrated in vacuo to give the title compound as a tan oil (5.5 g); 1H NMR (CDCl3, 200 MHz): δ=7.20 (t, 1H), 6.92 to... Starting materials: BrC1=CC=2C(CCC(C2C=C1O)(C)C)(C)C (2-bromo-3-hydroxy-5,6,7,8-tetrahydro-5,5,8,8-tetramethylnaphthalene), [H-].[Na+] (sodium hydride), O (water), IC (iodomethane). Solvent: CN(C)C=O (DMF), CN(C)C=O (DMF). Run at time 2 hour. Yields the product BrC1=CC=2C(CCC(C2C=C1OC)(C)C)(C)C (2-bromo-3-methoxy-5,6,7,8-tetrahydro-5,5,8,8-tetramethylnaphthalene). RXN SMILES: [H-].[Na+].[Br:3][C:4]1[C:13]([OH:14])=[CH:12][C:11]2[C:10]([CH3:16])([CH3:15])[CH2:9][CH2:8][C:7]([CH3:18])([CH3:17])[C:6]=2[CH:5]=1.I[CH3:20].O>CN(C=O)C>[Br:3][C:4]1[C:13]([O:14][CH3:20])=[CH:12][C:11]2[C:10]([CH3:16])([CH3:15])[CH2:9][CH2:8][C:7]([CH3:18])([CH3:17])[C:6]=2[CH:5]=1 |f:0.1|. Reported procedure: 720 mg (24 mmol) of sodium hydride (80% in oil) and 20 ml of DMF were introduced into a three-necked flask, a solution of 5.7 g (20 mmol) of 2-bromo-3-hydroxy-5,6,7,8-tetrahydro-5,5,8,8-tetramethylnaphthalene in 75 ml of DMF was added dropwise and stirring was carried out until gas evolution had ceased. 1.5 ml (24 mmol) of iodomethane was then added and stirring was carried out at room temperature for two hours. The reaction mixture was poured into water and extracted with ethyl ether. The organ... Conditions: time 8 hour. Run in O (water), C(C)O (ethanol). The product is C(C)N(C1=NC(=NC(=C1)C)C1=CC=NC=C1)CC (N,N-Diethyl-6-methyl-2-(4-pyridinyl)-4-pyrimidinamine). The reactants are ClC1=NC(=NC(=C1)C)C1=CC=NC=C1 (4-chloro-6-methyl-2-(4-pyridinyl)pyrimidine), Cl.Cl.C(C)N(C1=NC(=NC(=C1)C)C1=CC=NC=C1)CC (N,N-diethyl-6-methyl-2-(4-pyridinyl)-4-pyrimidinamine dihydrochloride), Cl.C(C)NCC (diethylamine hydrochloride), C([O-])([O-])=O.[K+].[K+] (potassium carbonate). As a reaction SMILES: ClC1C=C(C)N=C(C2C=CN=CC=2)N=1.Cl.C(NCC)C.C(=O)([O-])[O-].[K+].[K+].Cl.Cl.[CH2:29]([N:31]([CH2:45][CH3:46])[C:32]1[CH:37]=[C:36]([CH3:38])[N:35]=[C:34]([C:39]2[CH:44]=[CH:43][N:42]=[CH:41][CH:40]=2)[N:33]=1)[CH3:30]>O.C(O)C>[CH2:45]([N:31]([CH2:29][CH3:30])[C:32]1[CH:37]=[C:36]([CH3:38])[N:35]=[C:34]([C:39]2[CH:44]=[CH:43][N:42]=[CH:41][CH:40]=2)[N:33]=1)[CH3:46] |f:1.2,3.4.5,6.7.8|. Reported procedure: A mixture containing 8.2 g. of 4-chloro-6-methyl-2-(4-pyridinyl)pyrimidine, 8.7 g. of diethylamine hydrochloride, 100 ml. of ethanol, 6 g. of potassium carbonate and 10 ml. of water was refluxed with stirring for eight hours and then concentrated in vacuo to dryness. The residue was swirled in water and the solid collected. The solid was dissolved in boiling isopropyl alcohol, the hot solution treated with decolorizing charcoal and filtered, and the hot filtrate allowed to cool. The filtrate was...